Task: describe an organic reaction: reactants, conditions, products, and yield. Dataset: the Open Reaction Database (ORD), a public repository of structured organic reaction records Solvent: C(CC(C)C)O (isoamyl alcohol). Reported procedure: A solution of 300 mg. of 5-p-toluoyl-1,2-dihydro-3H-pyrrolo[1,2-a]pyrrole-1-carboxylic acid in 5 ml. of isoamyl alcohol is saturated with hydrogen chloride. After 24 hours, the excess alcohol is distilled off in vacuo and the residue purified by chromatography on alumina, to yield isoamyl 5-p-toluoyl-1,2-dihydro-3H-pyrrolo[1,2-a]pyrrole-1-carboxylate. The product is C1(=CC=C(C=C1)C(=O)C1=CC=C2N1CCC2C(=O)OCCC(C)C)C (isoamyl 5-p-toluoyl-1,2-dihydro-3H-pyrrolo[1,2-a]pyrrole-1-carboxylate). Run at time 24 hour. The reactants are C1(=CC=C(C=C1)C(=O)C1=CC=C2N1CCC2C(=O)O)C (5-p-toluoyl-1,2-dihydro-3H-pyrrolo[1,2-a]pyrrole-1-carboxylic acid), Cl (hydrogen chloride). Reaction SMILES: [C:1]1([CH3:20])[CH:6]=[CH:5][C:4]([C:7]([C:9]2[N:13]3[CH2:14][CH2:15][CH:16]([C:17]([OH:19])=[O:18])[C:12]3=[CH:11][CH:10]=2)=[O:8])=[CH:3][CH:2]=1.Cl>C(O)CC(C)C>[C:1]1([CH3:20])[CH:2]=[CH:3][C:4]([C:7]([C:9]2[N:13]3[CH2:14][CH2:15][CH:16]([C:17]([O:19][CH2:3][CH2:2][CH:1]([CH3:20])[CH3:6])=[O:18])[C:12]3=[CH:11][CH:10]=2)=[O:8])=[CH:5][CH:6]=1. The reactants are [BH4-], CC(=O)c1ccc(C(C)(C)C#N)cc1C, CO, CC(C)[O-], CC(C)[O-], CC(C)[O-], CC(C)[O-], N, [NH4+], [Na+], [OH-], [Ti+4]. Product: Cc1cc(C(C)(C)C#N)ccc1C(C)N. As a reaction SMILES: [BH4-:16].[C:1]([CH3:2])(=[O:3])[c:4]1[c:5]([CH3:15])[cH:6][c:7]([C:10]([C:11]#[N:12])([CH3:13])[CH3:14])[cH:8][cH:9]1.[CH3:21][OH:22].[CH3:23][CH:24]([CH3:25])[O-:26].[CH3:28][CH:29]([CH3:30])[O-:31].[CH3:32][CH:33]([CH3:34])[O-:35].[CH3:36][CH:37]([CH3:38])[O-:39].[NH3:20].[NH4+:18].[Na+:17].[OH-:19].[Ti+4:27]>>[CH:1]([CH3:2])([c:4]1[c:5]([CH3:15])[cH:6][c:7]([C:10]([C:11]#[N:12])([CH3:13])[CH3:14])[cH:8][cH:9]1)[NH2:18]. The reactants are C(=O)(OC(C)(C)C)N[C@H](CCC1=CC=CC=C1)C(=O)O (Boc-(D)-homophenylalanine), CNCC1=CC=CC=C1 (N-methylbenzylamine), C(C)(C)(C)OC(NC(CCC1=C(C=CC=C1)Cl)C(=O)N1CCC(CC1)C)=O (tert-butyl{3-(2-chlorophenyl)-1-[(4-methylpiperidin-1-yl)carbonyl]propyl}carbamate). Product: C(C)(C)(C)OC(N[C@H](CCC1=CC=CC=C1)C(N(C)CC1=CC=CC=C1)=O)=O (tert-Butyl{(1R)-1-[benzyl(methyl)carbamoyl]-3-phenylpropyl}carbamate). As a reaction SMILES: [C:1]([NH:8][C@@H:9]([C:18]([OH:20])=O)[CH2:10][CH2:11][C:12]1[CH:17]=[CH:16][CH:15]=[CH:14][CH:13]=1)([O:3][C:4]([CH3:7])([CH3:6])[CH3:5])=[O:2].[CH3:21][NH:22][CH2:23][C:24]1[CH:29]=[CH:28][CH:27]=[CH:26][CH:25]=1.C(OC(=O)NC(C(N1CCC(C)CC1)=O)CCC1C=CC=CC=1Cl)(C)(C)C>>[C:4]([O:3][C:1](=[O:2])[NH:8][C@@H:9]([C:18](=[O:20])[N:22]([CH2:23][C:24]1[CH:29]=[CH:28][CH:27]=[CH:26][CH:25]=1)[CH3:21])[CH2:10][CH2:11][C:12]1[CH:13]=[CH:14][CH:15]=[CH:16][CH:17]=1)([CH3:5])([CH3:6])[CH3:7]. Reported procedure: tert-Butyl{(1R)-1-[benzyl(methyl)carbamoyl]-3-phenylpropyl}carbamate is prepared from Boc-(D)-homophenylalanine and N-methylbenzylamine in the same manner that tert-butyl{3-(2-chlorophenyl)-1-[(4-methylpiperidin-1-yl)carbonyl]propyl}carbamate is synthesized. Procedure: 155 Grams (2.091 moles) of tert-butyl alcohol and 13.0 g (0.5652 mole) of flaky sodium were charged into a 1,000-ml glass autoclave equipped with a stirrer, thermometer, pressure gauge and gas introduction tube and were reacted with each other at 83° C. for 6 hours. After the reaction, it was difficult to stir due to the agglomeration of the formed sodium tert-butoxide. Thereafter, 200 ml of toluene was added, carbon dioxide was injected, and a reaction was carried out at 80° C. for 3 hours at t... Yields the product C(=O)(OC(C)(C)C)OC(=O)OC(C)(C)C (di-tert-butyl dicarbonate). The yield is 56.4%. The solvent is C1(=CC=CC=C1)C (toluene). RXN SMILES: [C:1]([OH:5])([CH3:4])([CH3:3])[CH3:2].[Na].C[C:8](C)([O-:10])C.[Na+].[C:13](=[O:15])=[O:14].[C:16]1([CH3:26])[CH:21]=CC(S(Cl)(=O)=O)=C[CH:17]=1.[OH2:27]>CN(C)CCN(C)C.C1(C)C=CC=CC=1>[C:13]([O:15][C:8]([O:10][C:16]([CH3:26])([CH3:21])[CH3:17])=[O:27])([O:5][C:1]([CH3:4])([CH3:3])[CH3:2])=[O:14] |f:2.3,^1:5|. Reagents/catalysts: CN(CCN(C)C)C (N,N,N',N'-tetramethylethylenediamine). Reactants: C1(=CC=C(C=C1)S(=O)(=O)Cl)C (p-toluenesulfonyl chloride), C(C)(C)(C)O (tert-butyl alcohol), [Na] (sodium), glass, CC(C)([O-])C.[Na+] (sodium tert-butoxide), C(=O)=O (carbon dioxide), C(=O)=O (carbon dioxide), O (water), C(=O)=O (carbon dioxide). Reaction conditions: time 3 hour. Starting materials: CC(CC(=O)OCC)(C(CC(Cl)(Cl)Cl)Br)C (ethyl 3,3-dimethyl-4-bromo-6,6,6-trichlorohexanoate), CC(CC(=O)OCC)(C(CC(Cl)(Cl)Cl)Cl)C (ethyl 3,3-dimethyl-4,6,6,6-tetrachlorohexanoate). The product is 19.0, CC1(CC(=O)OC1C=C(Cl)Cl)C (3,3-dimethyl-4-(2',2'-dichlorovinyl)-4-butanolide). The yield is 90.0%. RXN SMILES: [CH3:1][C:2]([CH3:16])([CH:9](Br)[CH2:10][C:11](Cl)([Cl:13])[Cl:12])[CH2:3][C:4]([O:6]CC)=[O:5].CC(C)(C(Cl)CC(Cl)(Cl)Cl)CC(OCC)=O>>[CH3:1][C:2]1([CH3:16])[CH:9]([CH:10]=[C:11]([Cl:13])[Cl:12])[O:6][C:4](=[O:5])[CH2:3]1. Procedure details: The procedure of Reference Example 1 was repeated except that 35.4 parts of ethyl 3,3-dimethyl-4-bromo-6,6,6-trichlorohexanoate was used in lieu of ethyl 3,3-dimethyl-4,6,6,6-tetrachlorohexanoate. By this procedure was obtained 19.0 parts of 3,3-dimethyl-4-(2',2'-dichlorovinyl)-4-butanolide (yield 90%). The reactants are Methyl p-hydroxybenzoate ester, [OH-].[K+] (KOH), CC(CCCCCC)OS(=O)(=O)C1=CC=C(C=C1)C (p-toluenesulfonic acid 1-methyl-heptyl ester), O (water), C1(=CC=CC=C1)C (toluene). The solvent is CO (methanol). Yields the product CC(CCCCCC)OC1=CC=C(C(=O)O)C=C1 (p-(1-methyl-heptyloxy)benzoic acid). As a reaction SMILES: [OH-:1].[K+].[CH3:3][CH:4]([O:11]S(C1C=CC(C)=CC=1)(=O)=O)[CH2:5][CH2:6][CH2:7][CH2:8][CH2:9][CH3:10].[OH2:22].[C:23]1([CH3:29])[CH:28]=[CH:27][CH:26]=[CH:25][CH:24]=1>CO>[CH3:3][CH:4]([O:11][C:26]1[CH:27]=[CH:28][C:23]([C:29]([OH:22])=[O:1])=[CH:24][CH:25]=1)[CH2:5][CH2:6][CH2:7][CH2:8][CH2:9][CH3:10] |f:0.1|. Reported procedure: Methyl p-hydroxybenzoate ester (177.0 g, 1.16 mol) was dissolved in methanol (800 ml), followed by adding KOH (65.0 g, 1.16 mol), adding after completion of heat generation, optically active p-toluenesulfonic acid 1-methyl-heptyl ester (300.0 g, 1.06 mol) prepared in advance, refluxing the mixture for about 4 hours, allowing it to stand at room temperature, thereafter adding water (1 l) and toluene (500 ml), agitating the mixture, washing the separated toluene layer sufficiently with 2N-NaOH aqu... Reactants: COC1=C2CCCC(C2=CC=C1)CN1CCCCC1 (5-Methoxy-1-piperidinylmethyl-1,2,3,4-tetrahydronaphthalene), Br (hydrobromic acid), ice water. The solvent is C(C)(=O)O (acetic acid). The product is OC1=C2CCCC(C2=CC=C1)CN1CCCCC1 (5-Hydroxy-1-piperidinylmethyl-1,2,3,4-tetrahydronaphthalene). RXN SMILES: C[O:2][C:3]1[CH:12]=[CH:11][CH:10]=[C:9]2[C:4]=1[CH2:5][CH2:6][CH2:7][CH:8]2[CH2:13][N:14]1[CH2:19][CH2:18][CH2:17][CH2:16][CH2:15]1.Br>C(O)(=O)C>[OH:2][C:3]1[CH:12]=[CH:11][CH:10]=[C:9]2[C:4]=1[CH2:5][CH2:6][CH2:7][CH:8]2[CH2:13][N:14]1[CH2:15][CH2:16][CH2:17][CH2:18][CH2:19]1. Procedure details: A solution of the 5-methoxy compound from step 4 above (41 g), 47-49% hydrobromic acid (410 ml) in glacial acetic acid (410 ml) is stirred at reflux under nitrogen for 2.5 hours. The cooled reaction mixture is poured into ice/water, made alkaline and the pH adjusted until no more cloudiness appears. The resulting oil is extracted into ether, washed, dried, filtered and the filtrate evaporated in vacuo forming a solid residue which is recrystallized from hot acetonitrile yielding the desired prod... The reactants are C(CC)NN1C=CC2=CC=CC=C12 (N-propyl-1H-indol-1-amine), ClC1=C(C=NC=C1)[N+](=O)[O-] (4-chloro-3-nitropyridine). Run in CN1C(CCC1)=O (1-methyl-2-pyrrolidinone). Yields the product [N+](=O)([O-])C=1C=NC=CC1N(N1C=CC2=CC=CC=C12)CCC (N-(3-Nitro-4-pyridinyl)-N-propyl-1H-indol-1-amine). RXN SMILES: [CH2:1]([NH:4][N:5]1[C:13]2[C:8](=[CH:9][CH:10]=[CH:11][CH:12]=2)[CH:7]=[CH:6]1)[CH2:2][CH3:3].Cl[C:15]1[CH:20]=[CH:19][N:18]=[CH:17][C:16]=1[N+:21]([O-:23])=[O:22]>CN1CCCC1=O>[N+:21]([C:16]1[CH:17]=[N:18][CH:19]=[CH:20][C:15]=1[N:4]([CH2:1][CH2:2][CH3:3])[N:5]1[C:13]2[C:8](=[CH:9][CH:10]=[CH:11][CH:12]=2)[CH:7]=[CH:6]1)([O-:23])=[O:22]. Procedure details: The title compound was prepared from N-propyl-1H-indol-1-amine and 4-chloro-3-nitropyridine in 1-methyl-2-pyrrolidinone at 100° C. for 4 hours in substantially the same manner as in Example 1, m.p. 84°-86° C. The reactants are CC(CCCCCCCCCCCCCNC1=CC=C(C(=O)O)C=C1)C (4-(14-methylpentadecylamino)benzoic acid), [OH-].[Na+] (sodium hydroxide). Procedure details: To a solution of 10 g. (27.7 m moles) 4-(14-methylpentadecylamino)benzoic acid in 300 ml. hot ethanol is added 6.0 ml. (1.1 eq) 5 N sodium hydroxide. As the solution cools, the title compound crystallizes as a white mass. This is collected and dried in vacuo. Reaction SMILES: [CH3:1][CH:2]([CH3:26])[CH2:3][CH2:4][CH2:5][CH2:6][CH2:7][CH2:8][CH2:9][CH2:10][CH2:11][CH2:12][CH2:13][CH2:14][CH2:15][NH:16][C:17]1[CH:25]=[CH:24][C:20]([C:21]([OH:23])=[O:22])=[CH:19][CH:18]=1.[OH-].[Na+:28]>C(O)C>[CH3:1][CH:2]([CH3:26])[CH2:3][CH2:4][CH2:5][CH2:6][CH2:7][CH2:8][CH2:9][CH2:10][CH2:11][CH2:12][CH2:13][CH2:14][CH2:15][NH:16][C:17]1[CH:18]=[CH:19][C:20]([C:21]([O-:23])=[O:22])=[CH:24][CH:25]=1.[Na+:28] |f:1.2,4.5|. Yields the product CC(CCCCCCCCCCCCCNC1=CC=C(C(=O)[O-])C=C1)C.[Na+] (sodium 4-(14-methylpentadecylamino)benzoate). The solvent is C(C)O (ethanol).